Dataset: the Open Reaction Database (ORD), a public repository of structured organic reaction records. Task: describe an organic reaction: reactants, conditions, products, and yield Starting materials: C(O)([O-])=O.[Na+] (sodium hydrogen carbonate), C(#N)C1=CC=C(C=C1)S(=O)(=O)Cl (4-cyanobenzenesulfonyl chloride). Solvent: S(=O)([O-])[O-].[Na+].[Na+] (sodium sulfite). Reaction conditions: temperature 70 celsius, time 4 hour. Product: C(#N)C1=CC=C(C=C1)S(=O)[O-].[Na+] (sodium 4-cyanobenzenesulfinate). Yield: 120.2%. As a reaction SMILES: C(=O)([O-])O.[Na+:5].[C:6]([C:8]1[CH:13]=[CH:12][C:11]([S:14](Cl)(=[O:16])=[O:15])=[CH:10][CH:9]=1)#[N:7]>S([O-])([O-])=O.[Na+].[Na+]>[C:6]([C:8]1[CH:9]=[CH:10][C:11]([S:14]([O-:16])=[O:15])=[CH:12][CH:13]=1)#[N:7].[Na+:5] |f:0.1,3.4.5,6.7|. Reported procedure: [Step 1] To an aqueous solution (180 ml) of sodium sulfite (9.7 g) and sodium hydrogen carbonate (11.8 g) was added 4-cyanobenzenesulfonyl chloride (14.1 g) at room temperature and the mixture was stirred at 70° C. for 4 hrs. The solvent was evaporated under reduced pressure and the obtained residue was purified by medium pressure preparative liquid chromatography (MCI GEL, CHP20P (75-150μ), eluant=water) to give sodium 4-cyanobenzenesulfinate (15.9 g, 99%). Reactants: OC1=CC=CC=2C(C3=CC(=CC=C3C12)CO)=O (4-hydroxy-7-hydroxymethyl-fluoren-9-one), C(C)(C)(C)[Si](Cl)(C)C (t-butyldimethylchlorosilane), N1C=NC=C1 (imidazole). Run in CN(C)C=O (DMF). Run at temperature 100 celsius, time 45 minute. Product: OC1=CC=CC=2C(C3=CC(=CC=C3C12)CO[Si](C)(C)C(C)(C)C)=O (4-hydroxy-7-t-butyldimethylsilyloxymethyl-fluoren-9one). The yield is 89.4%. RXN SMILES: [OH:1][C:2]1[C:14]2[C:13]3[C:8](=[CH:9][C:10]([CH2:15][OH:16])=[CH:11][CH:12]=3)[C:7](=[O:17])[C:6]=2[CH:5]=[CH:4][CH:3]=1.[C:18]([Si:22]([CH3:25])([CH3:24])Cl)([CH3:21])([CH3:20])[CH3:19].N1C=CN=C1>CN(C=O)C>[OH:1][C:2]1[C:14]2[C:13]3[C:8](=[CH:9][C:10]([CH2:15][O:16][Si:22]([C:18]([CH3:21])([CH3:20])[CH3:19])([CH3:25])[CH3:24])=[CH:11][CH:12]=3)[C:7](=[O:17])[C:6]=2[CH:5]=[CH:4][CH:3]=1. Procedure details: A mixture of 332.2 mg (1.47 mmol) of the diol from Step H, 243.5 mg (1.61 mmol) of t-butyldimethylchlorosilane, and 120 mg (1.76 mmol) of imidazole in 8 mL of sieve dried DMF was stirred at 100° C. for 45 minutes. The mixture was partitioned between EtOAc, ice-water and 2N HCl, and the organic phase was separated, washed twice with ice-water, and then with brine, dried over Na2SO4, filtered, evaporated, and dried in vacuo. Purification by PLC using CH2Cl2-EtOAc (50:1) gave 447.4 mg of the title ... The reactants are CC(C)(C)C(=O)NCc1ccc(CCC(N)=O)cc1, O=C(O[IH2](OC(=O)C(F)(F)F)c1ccccc1)C(F)(F)F, NCc1ccc(CCC(=O)O)cc1. Yields the product CC(C)(C)C(=O)NCc1ccc(CCN)cc1. RXN SMILES: [CH3:14][C:15]([C:16](=[O:17])[NH:18][CH2:19][c:20]1[cH:21][cH:22][c:23]([CH2:26][CH2:27][C:28]([NH2:29])=[O:30])[cH:24][cH:25]1)([CH3:31])[CH3:32].[F:33][C:34]([F:35])([F:36])[C:37]([O:38][IH2:39]([c:40]1[cH:41][cH:42][cH:43][cH:44][cH:45]1)[O:46][C:47](=[O:48])[C:49]([F:50])([F:51])[F:52])=[O:53].[NH2:1][CH2:2][c:3]1[cH:4][cH:5][c:6]([CH2:7][CH2:8][C:9]([OH:10])=[O:11])[cH:12][cH:13]1>>[NH2:1][CH2:27][CH2:26][c:23]1[cH:22][cH:21][c:20]([CH2:19][NH:18][C:16]([C:15]([CH3:14])([CH3:31])[CH3:32])=[O:17])[cH:25][cH:24]1. The reactants are C=O, CCO, O=C1C(Cl)=C(Cl)C(=O)c2ccccc21, O=C1c2ccccc2C(=O)c2c1cccc2[N+](=O)[O-], [Na+], [OH-]. The product is Nc1cccc2c1C(=O)c1ccccc1C2=O. As a reaction SMILES: [CH2:36]=[O:37].[CH3:38][CH2:39][OH:40].[Cl:20][C:21]1=[C:28]([Cl:29])[C:26](=[O:27])[c:25]2[c:24]([cH:33][cH:32][cH:31][cH:30]2)[C:22]1=[O:23].[N+:1]([O-:2])(=[O:3])[c:4]1[cH:5][cH:6][cH:7][c:8]2[c:17]1[C:16](=[O:18])[c:15]1[c:10]([cH:11][cH:12][cH:13][cH:14]1)[C:9]2=[O:19].[Na+:35].[OH-:34]>>[NH2:1][c:4]1[cH:5][cH:6][cH:7][c:8]2[c:17]1[C:16](=[O:18])[c:15]1[c:10]([cH:11][cH:12][cH:13][cH:14]1)[C:9]2=[O:19].